This data is from the Open Reaction Database (ORD), a public repository of structured organic reaction records. The task is: describe an organic reaction: reactants, conditions, products, and yield Starting materials: CCCC1CCC(C2CCC(C=CC(=O)OCC)CC2)CC1, C1CCOC1, [H][H]. The product is CCCC1CCC(C2CCC(CCC(=O)OCC)CC2)CC1. Reaction SMILES: [CH2:1]([CH3:2])[O:3][C:4]([CH:5]=[CH:6][CH:7]1[CH2:8][CH2:9][CH:10]([CH:13]2[CH2:14][CH2:15][CH:16]([CH2:19][CH2:20][CH3:21])[CH2:17][CH2:18]2)[CH2:11][CH2:12]1)=[O:22].[CH2:25]1[O:26][CH2:27][CH2:28][CH2:29]1.[H:23][H:24]>>[CH2:1]([CH3:2])[O:3][C:4]([CH2:5][CH2:6][CH:7]1[CH2:8][CH2:9][CH:10]([CH:13]2[CH2:14][CH2:15][CH:16]([CH2:19][CH2:20][CH3:21])[CH2:17][CH2:18]2)[CH2:11][CH2:12]1)=[O:22]. Starting materials: O=C(Cl)c1ccc(CCl)cc1, Cl, Cc1ccc(NC(=O)c2cccc(N(C)C)c2)cc1N. The product is Cc1ccc(NC(=O)c2cccc(N(C)C)c2)cc1NC(=O)c1ccc(CCl)cc1. As a reaction SMILES: [Cl:1][CH2:2][c:3]1[cH:4][cH:5][c:6]([C:7](=[O:8])[Cl:9])[cH:10][cH:11]1.[ClH:32].[NH2:12][c:13]1[cH:14][c:15]([NH:20][C:21]([c:22]2[cH:23][c:24]([N:28]([CH3:29])[CH3:30])[cH:25][cH:26][cH:27]2)=[O:31])[cH:16][cH:17][c:18]1[CH3:19]>>[Cl:1][CH2:2][c:3]1[cH:4][cH:5][c:6]([C:7](=[O:8])[NH:12][c:13]2[cH:14][c:15]([NH:20][C:21]([c:22]3[cH:23][c:24]([N:28]([CH3:29])[CH3:30])[cH:25][cH:26][cH:27]3)=[O:31])[cH:16][cH:17][c:18]2[CH3:19])[cH:10][cH:11]1. Reactants: N[C@H]1[C@](CCC1)(C(=O)OC)C (methyl (1S,2R)-2-amino-1-methylcyclopentanecarboxylate), C(C1=CC=CC=C1)OC1=CC=C(C=C1)S(=O)(=O)Cl (4-(benzyloxy)benzene-1-sulfonyl chloride). The product is C(C1=CC=CC=C1)OC1=CC=C(C=C1)S(=O)(=O)N[C@H]1[C@](CCC1)(C(=O)OC)C (methyl (1S,2R)-2-({[4-(benzyloxy)phenyl]sulfonyl}amino)-1-methylcyclopentanecarboxylate). RXN SMILES: [NH2:1][C@@H:2]1[CH2:6][CH2:5][CH2:4][C@:3]1([CH3:11])[C:7]([O:9][CH3:10])=[O:8].[CH2:12]([O:19][C:20]1[CH:25]=[CH:24][C:23]([S:26](Cl)(=[O:28])=[O:27])=[CH:22][CH:21]=1)[C:13]1[CH:18]=[CH:17][CH:16]=[CH:15][CH:14]=1>>[CH2:12]([O:19][C:20]1[CH:25]=[CH:24][C:23]([S:26]([NH:1][C@@H:2]2[CH2:6][CH2:5][CH2:4][C@:3]2([CH3:11])[C:7]([O:9][CH3:10])=[O:8])(=[O:28])=[O:27])=[CH:22][CH:21]=1)[C:13]1[CH:14]=[CH:15][CH:16]=[CH:17][CH:18]=1. Procedure details: According to the procedure of Example 47, Step 4, using methyl (1S,2R)-2-amino-1-methylcyclopentanecarboxylate (480 mg, 2.48 mmol) and 4-(benzyloxy)benzene-1-sulfonyl chloride (0.692 g, 2.45 mmol), methyl (1S,2R)-2-({[4-(benzyloxy)phenyl]sulfonyl}amino)-1-methylcyclopentanecarboxylate was obtained (811 mg, 82%) as a colorless solid after purification via column chromatography on silica gel eluting with 25% ethyl acetate/hexane. 1H NMR (400 MHz, CHLOROFORM-D) δ ppm 1.20 (s, 3H) 1.45-1.56 (m, 3H) ... The reactants are NN (hydrazine), CN1N=CC=C1C=1C=C2CN(C(C2=CC1)=O)[C@H](CN1C(C2=CC=CC=C2C1=O)=O)CC1=CC(=CC=C1)F (2-[(2S)-2-[5-(1-methyl-1H-pyrazol-5-yl)-1-oxo-1,3-dihydro-2H-isoindol-2-yl]-3-(3-fluorophenyl)propyl]-1H-isoindole-1,3(2H)-dione), CO (methanol), O1CCCC1 (tetrahydrofuran). Conditions: temperature 50 celsius, time 2 hour. Yields the product NC[C@H](CC1=CC(=CC=C1)F)N1C(C2=CC=C(C=C2C1)C1=CC=NN1C)=O (2-[(1S)-2-amino-1-(3-fluorobenzyl)ethyl]-5-(1-methyl-1H-pyrazol-5-yl)isoindolin-1-one). Isolated yield 65.3%. As a reaction SMILES: [CH3:1][N:2]1[C:6]([C:7]2[CH:8]=[C:9]3[C:13](=[CH:14][CH:15]=2)[C:12](=[O:16])[N:11]([C@@H:17]([CH2:30][C:31]2[CH:36]=[CH:35][CH:34]=[C:33]([F:37])[CH:32]=2)[CH2:18][N:19]2C(=O)C4C(=CC=CC=4)C2=O)[CH2:10]3)=[CH:5][CH:4]=[N:3]1.CO.O1CCCC1.NN>>[NH2:19][CH2:18][C@@H:17]([N:11]1[CH2:10][C:9]2[C:13](=[CH:14][CH:15]=[C:7]([C:6]3[N:2]([CH3:1])[N:3]=[CH:4][CH:5]=3)[CH:8]=2)[C:12]1=[O:16])[CH2:30][C:31]1[CH:36]=[CH:35][CH:34]=[C:33]([F:37])[CH:32]=1. Reported procedure: The product of Step D (0.72 g, 1.45 mmol) was dissolved in methanol (4 mL, 100 mmol) and tetrahydrofuran (4 mL, 50 mmol). To the resulting solution was added hydrazine (2 mL, 60 mmol). The solution was stirred at 50° C. for 2 h. The reaction mixture was concentrated under reduced pressure and the residue was purified by combi-flash chromatography eluting with MeOH/EtOAc (20-60%). The product was further purified by prep.-LC/MS (pH=10). The purification afforded 345 mg (37.3% yield) of the final ...